This data is from the Open Reaction Database (ORD), a public repository of structured organic reaction records. The task is: describe an organic reaction: reactants, conditions, products, and yield Starting materials: O (Water), ClC1=C(CN2C(=NC=3C2=NC(=CC3C)C(=O)OC)C)C=CC(=C1)OCCC (methyl 3-(2-chloro-4-(1-propoxy)benzyl)-2,7-dimethyl-3H-imidazo[4,5-b]pyridine-5-carboxylate), Cl (hydrochloric acid), [OH-].[Na+] (sodium hydroxide). Run in O1CCOCC1 (1,4-dioxane). Reaction conditions: temperature 60 celsius, time 30 minute. Product: ClC1=C(CN2C(=NC=3C2=NC(=CC3C)C(=O)O)C)C=CC(=C1)OCCC (3-(2-chloro-4-(1-propoxy)benzyl)-2,7-dimethyl-3H-imidazo[4,5-b]pyridine-5-carboxylic acid). Yield: 93.0%. Reaction SMILES: [Cl:1][C:2]1[CH:23]=[C:22]([O:24][CH2:25][CH2:26][CH3:27])[CH:21]=[CH:20][C:3]=1[CH2:4][N:5]1[C:9]2=[N:10][C:11]([C:15]([O:17]C)=[O:16])=[CH:12][C:13]([CH3:14])=[C:8]2[N:7]=[C:6]1[CH3:19].[OH-].[Na+].Cl.O>O1CCOCC1>[Cl:1][C:2]1[CH:23]=[C:22]([O:24][CH2:25][CH2:26][CH3:27])[CH:21]=[CH:20][C:3]=1[CH2:4][N:5]1[C:9]2=[N:10][C:11]([C:15]([OH:17])=[O:16])=[CH:12][C:13]([CH3:14])=[C:8]2[N:7]=[C:6]1[CH3:19] |f:1.2|. Reported procedure: To a suspension of methyl 3-(2-chloro-4-(1-propoxy)benzyl)-2,7-dimethyl-3H-imidazo[4,5-b]pyridine-5-carboxylate (475 mg) in 1,4-dioxane was added 1N aqueous sodium hydroxide solution, and the mixture was heated to 60° C. and stirred for 30 min. It was air cooled and adjusted to pH 4 by dropwise addition of 1N hydrochloric acid. Water (25 ml) was added and the mixture was stirred at room temperature. The precipitated crystals were collected by filtration and dried under reduced pressure at 60° C.... The reactants are Nc1ncc2c(n1)C1(CCCCC1)Oc1c(Br)cccc1-2, CS(=O)[O-], CS(C)=O, [Cu]I, O=C(O)C1CCCN1, [Na+], [Na+], [OH-]. Product: CS(=O)(=O)c1cccc2c1OC1(CCCCC1)c1nc(N)ncc1-2. Reaction SMILES: [Br:1][c:2]1[cH:3][cH:4][cH:5][c:6]2[c:7]1[O:8][C:9]1([c:10]3[n:11][c:12]([NH2:16])[n:13][cH:14][c:15]3-2)[CH2:17][CH2:18][CH2:19][CH2:20][CH2:21]1.[CH3:30][S:31](=[O:32])[O-:33].[CH3:37][S:38]([CH3:39])=[O:40].[Cu:41][I:42].[NH:22]1[CH2:23][CH2:24][CH2:25][CH:26]1[C:27]([OH:28])=[O:29].[Na+:34].[Na+:36].[OH-:35]>>[c:2]1([S:31]([CH3:30])(=[O:32])=[O:33])[cH:3][cH:4][cH:5][c:6]2[c:7]1[O:8][C:9]1([c:10]3[n:11][c:12]([NH2:16])[n:13][cH:14][c:15]3-2)[CH2:17][CH2:18][CH2:19][CH2:20][CH2:21]1. Starting materials: ClC=1C=C(C=CC1C(C(C(F)(F)F)(O)C1=CC(=NC=C1)Cl)C)O (3-Chloro-4-[2-(2-chloro-pyridin-4-yl)-3,3,3-trifluoro-2-hydroxy-1-methyl-propyl]-phenol), COC(C1=CN=C(C=C1)CBr)=O (methyl-6-(bromomethyl)-nicotinate). Product: COC(C1=CN=C(C=C1)COC1=CC(=C(C=C1)C(C(C(F)(F)F)(O)C1=CC(=NC=C1)Cl)C)Cl)=O (6-{3-Chloro-4-[2-(2-chloro-pyridin-4-yl)-3,3,3-trifluoro-2-hydroxy-1-methyl-propyl]-phenoxymethyl}-nicotinic acid methyl ester). As a reaction SMILES: [Cl:1][C:2]1[CH:3]=[C:4]([OH:23])[CH:5]=[CH:6][C:7]=1[CH:8]([CH3:22])[C:9]([C:15]1[CH:20]=[CH:19][N:18]=[C:17]([Cl:21])[CH:16]=1)([OH:14])[C:10]([F:13])([F:12])[F:11].[CH3:24][O:25][C:26](=[O:35])[C:27]1[CH:32]=[CH:31][C:30]([CH2:33]Br)=[N:29][CH:28]=1>>[CH3:24][O:25][C:26](=[O:35])[C:27]1[CH:32]=[CH:31][C:30]([CH2:33][O:23][C:4]2[CH:5]=[CH:6][C:7]([CH:8]([CH3:22])[C:9]([C:15]3[CH:20]=[CH:19][N:18]=[C:17]([Cl:21])[CH:16]=3)([OH:14])[C:10]([F:13])([F:12])[F:11])=[C:2]([Cl:1])[CH:3]=2)=[N:29][CH:28]=1. Procedure: The title compound was prepared in analogy to Example 93, step 7 from 3-chloro-4-[2-(2-chloro-pyridin-4-yl)-3,3,3-trifluoro-2-hydroxy-1-methyl-propyl]-phenol (obtained in Example 19, step 5) by alkylation with methyl-6-(bromomethyl)-nicotinate [CAS Reg. No. 131803-48-0]. MS (m/e)=515.0 [MH+]. Starting materials: BrC1=CN=C2N1C=CC(=C2)C=O (3-Bromoimidazo[1,2-α]pyridine-7-carboxaldehyde), P(=O)([O-])([O-])[O-].[K+].[K+].[K+] (potassium phosphate), CC1(OB(OC1(C)C)C=1C=C(C=CC1)C=1C(=CC=CC1)C#N)C (3′-(4,4,5,5-tetramethyl-[1,3,2]dioxaborolan-2-yl)biphenyl-2-carbonitrile). The reagents and catalysts are C=1C=CC(=CC1)[P](C=2C=CC=CC2)(C=3C=CC=CC3)[Pd]([P](C=4C=CC=CC4)(C=5C=CC=CC5)C=6C=CC=CC6)([P](C=7C=CC=CC7)(C=8C=CC=CC8)C=9C=CC=CC9)[P](C=1C=CC=CC1)(C=1C=CC=CC1)C=1C=CC=CC1 (Tetrakis(triphenylphosphine)palladium(0)). The solvent is CN(C(C)=O)C (N,N-dimethylacetamide), CN(C(C)=O)C (N,N-dimethylacetamide), O (water), C(O)([O-])=O.[Na+] (sodium hydrogencarbonate). Run at temperature 80 celsius. Yields the product C(=O)C1=CC=2N(C=C1)C(=CN2)C=2C=C(C=CC2)C=2C(=CC=CC2)C#N (3′-(7-Formylimidazo[1,2-α]pyridin-3-yl)biphenyl-2-carbonitrile). Yield: 32.8%. As a reaction SMILES: Br[C:2]1[N:6]2[CH:7]=[CH:8][C:9]([CH:11]=[O:12])=[CH:10][C:5]2=[N:4][CH:3]=1.P([O-])([O-])([O-])=O.[K+].[K+].[K+].CC1(C)C(C)(C)OB([C:29]2[CH:30]=[C:31]([C:35]3[C:36]([C:41]#[N:42])=[CH:37][CH:38]=[CH:39][CH:40]=3)[CH:32]=[CH:33][CH:34]=2)O1>CN(C)C(=O)C.O.C(=O)([O-])O.[Na+].C1C=CC([P]([Pd]([P](C2C=CC=CC=2)(C2C=CC=CC=2)C2C=CC=CC=2)([P](C2C=CC=CC=2)(C2C=CC=CC=2)C2C=CC=CC=2)[P](C2C=CC=CC=2)(C2C=CC=CC=2)C2C=CC=CC=2)(C2C=CC=CC=2)C2C=CC=CC=2)=CC=1>[CH:11]([C:9]1[CH:8]=[CH:7][N:6]2[C:2]([C:33]3[CH:32]=[C:31]([C:35]4[C:36]([C:41]#[N:42])=[CH:37][CH:38]=[CH:39][CH:40]=4)[CH:30]=[CH:29][CH:34]=3)=[CH:3][N:4]=[C:5]2[CH:10]=1)=[O:12] |f:1.2.3.4,8.9,^1:59,61,80,99|. Procedure details: Trifluoromethanesulfonic acid 2′-cyanobiphenyl-3-yl ester (0.55 g, 1.66 mmol), potassium acetate (0.49 g, 4.98 mmol) and bis(pinacolato)diboron (0.55 g, 2.16 mmol) were dissolved in 1,4-dioxane (10 ml) and the mixture degassed with N2 for 15 min. Dichloro[1,1′-bis(diphenylphosphino)ferrocene]palladium(II) dichloromethane adduct (41 mg, 0.05 mmol) and 1,1′-bis(diphenylphosphino)ferrocene (28 mg, 0.05 mmol) were then added and the mixture heated at 85° C. for 18 h. The mixture was cooled to ambien... Starting materials: CN1CCC(CC1)O (1-methyl-4-piperidinol), C1(=CC=C(C=C1)S(=O)(=O)OC)C (methyl p-toluenesulfonate). Product: C1(=CC=C(C=C1)S(=O)(=O)[O-])C.C[N+]1(CCC(CC1)O)C (1,1-Dimethyl-4-hydroxypiperidinium p-toluenesulfonate). Yield: 274.4%. As a reaction SMILES: [CH3:1][N:2]1[CH2:7][CH2:6][CH:5]([OH:8])[CH2:4][CH2:3]1.[C:9]1([CH3:20])[CH:14]=[CH:13][C:12]([S:15]([O:18]C)(=[O:17])=[O:16])=[CH:11][CH:10]=1>>[C:9]1([CH3:20])[CH:10]=[CH:11][C:12]([S:15]([O-:18])(=[O:16])=[O:17])=[CH:13][CH:14]=1.[CH3:1][N+:2]1([CH3:9])[CH2:7][CH2:6][CH:5]([OH:8])[CH2:4][CH2:3]1 |f:2.3|. Procedure details: The procedures of Reference Example 1 were repeated using 1.16 g of 1-methyl-4-piperidinol and 1.18 g of methyl p-toluenesulfonate to give 2.62 g of the desired compound, m.p. 139°-140° C. (decomp.). Reactants: [C-]#N, O=C([O-])O, CCCC[N+](CCCC)(CCCC)CCCC, CON1CCC(OS(C)(=O)=O)CC1, CS(C)=O, [Na+], N#C[Na], O. Product: CON1CCC(C#N)CC1. Reaction SMILES: [C-:23]#[N:24].[C:17](=[O:18])([OH:19])[O-:20].[CH2:25]([N+:26]([CH2:27][CH2:28][CH2:29][CH3:30])([CH2:31][CH2:32][CH2:33][CH3:34])[CH2:35][CH2:36][CH2:37][CH3:38])[CH2:39][CH2:40][CH3:41].[CH3:1][O:2][N:3]1[CH2:4][CH2:5][CH:6]([O:9][S:10]([CH3:11])(=[O:12])=[O:13])[CH2:7][CH2:8]1.[CH3:42][S:43]([CH3:44])=[O:45].[Na+:21].[Na:14][C:15]#[N:16].[OH2:22]>>[CH3:1][O:2][N:3]1[CH2:4][CH2:5][CH:6]([C:15]#[N:16])[CH2:7][CH2:8]1.